From a dataset of the Open Reaction Database (ORD), a public repository of structured organic reaction records. describe an organic reaction: reactants, conditions, products, and yield Starting materials: ClCCCOC1=CC=C(C=C1)C1=CC=C(C=C1)C(=O)N1CCC(CC1)C (1-{[4′-(3-chloropropoxy)[1,1′-biphenyl]-4-yl]carbonyl}-4-methylpiperidine), Cl.C[C@H]1N[C@@H](CC1)C ((2R,5R)-2,5-dimethylpyrrolidine hydrochloride). Yields the product C[C@H]1N([C@@H](CC1)C)CCCOC1=CC=C(C=C1)C1=CC=C(C=C1)C(=O)N1CCC(CC1)C (1-[(4′-{3-[(2R,5R)-2,5-dimethylpyrrolidinyl]propoxy}[1,1′-biphenyl]-4-yl)carbonyl]-4-methylpiperidine). As a reaction SMILES: Cl[CH2:2][CH2:3][CH2:4][O:5][C:6]1[CH:11]=[CH:10][C:9]([C:12]2[CH:17]=[CH:16][C:15]([C:18]([N:20]3[CH2:25][CH2:24][CH:23]([CH3:26])[CH2:22][CH2:21]3)=[O:19])=[CH:14][CH:13]=2)=[CH:8][CH:7]=1.Cl.[CH3:28][C@@H:29]1[CH2:33][CH2:32][C@@H:31]([CH3:34])[NH:30]1>>[CH3:28][C@@H:29]1[CH2:33][CH2:32][C@@H:31]([CH3:34])[N:30]1[CH2:2][CH2:3][CH2:4][O:5][C:6]1[CH:11]=[CH:10][C:9]([C:12]2[CH:17]=[CH:16][C:15]([C:18]([N:20]3[CH2:25][CH2:24][CH:23]([CH3:26])[CH2:22][CH2:21]3)=[O:19])=[CH:14][CH:13]=2)=[CH:8][CH:7]=1 |f:1.2|. Reported procedure: The product from Example 9A and (2R,5R)-2,5-dimethylpyrrolidine hydrochloride were processed as described in Example 10F to provide the title compound.